describe an organic reaction: reactants, conditions, products, and yield From a dataset of the Open Reaction Database (ORD), a public repository of structured organic reaction records. The reactants are [Si](C)(C)(C(C)(C)C)OC[C@H]1C[C@H](CCC1)COCC(=O)OC(C)(C)C (tert-butyl [cis-3-(tert-butyidimethylsilanyloxymethyl)cyclohexyl-methoxy]acetate), C(C)(C)[N-]C(C)C.[Li+] (lithium diisopropylamide), [NH4+].[Cl-] (NH4Cl), CI (methyl iodide), C(=O)=O.CC(=O)C (dry ice acetone). The solvent is O1CCCC1.CCCCCC (tetrahydrofuran hexane), O (water), O1CCCC1 (tetrahydrofuran). Run at temperature -78 celsius, time 20 minute. Product: [Si](C)(C)(C(C)(C)C)OC[C@H]1C[C@H](CCC1)COC(C(=O)OC(C)(C)C)(C)C (tert-Butyl 2-[cis-3-(tert-butyldimethylsilanyloxymethyl)cyclohexylmethoxy]-2-methylpropionate). Reaction SMILES: [Si:1]([O:8][CH2:9][C@@H:10]1[CH2:15][CH2:14][CH2:13][C@H:12]([CH2:16]OCC(OC(C)(C)C)=O)[CH2:11]1)([C:4]([CH3:7])([CH3:6])[CH3:5])([CH3:3])[CH3:2].[C:26](=[O:28])=[O:27].[CH3:29][C:30]([CH3:32])=[O:31].C([N-][CH:37]([CH3:39])[CH3:38])(C)C.[Li+].[CH3:41]I.[NH4+].[Cl-]>O1CCCC1.CCCCCC.O.O1CCCC1>[Si:1]([O:8][CH2:9][C@@H:10]1[CH2:15][CH2:14][CH2:13][C@H:12]([CH2:16][O:31][C:30]([CH3:32])([CH3:29])[C:26]([O:28][C:37]([CH3:39])([CH3:41])[CH3:38])=[O:27])[CH2:11]1)([C:4]([CH3:7])([CH3:6])[CH3:5])([CH3:2])[CH3:3] |f:1.2,3.4,6.7,8.9|. Procedure: 250 mg of tert-butyl [cis-3-(tert-butyidimethylsilanyloxymethyl)cyclohexyl-methoxy]acetate are dissolved in 10 ml of abs. tetrahydrofuran and cooled to −78° C. (dry ice/acetone bath). 1.70 ml of a 2M lithium diisopropylamide solution in tetrahydrofuran/hexane are then added dropwise. The solution is initially stirred at −78° C. for 20 min and then warmed to 0° C. (ice bath), and 950 mg of methyl iodide are added. The solution is stirred at 0° C. for 1 h. 1 ml of sat. NH4Cl solution and 10 ml of ... Reactants: C(=O)C1=CC=C(C=C1)C(C(=O)O)C (2-(p-formylphenyl)propionic acid), O1CCN(CC1)C1=CCCC1 (1-morpholinocyclopentene), C1(=CC=CC=C1)C (toluene), Cl (hydrochloric acid). Conditions: time 1 hour. The product is O=C1C(CCC1)=CC1=CC=C(C=C1)C(C(=O)O)C (2-[4-(2-Oxocyclopentylidenemethyl)phenyl]propionic acid). Isolated yield 82.3%. Reaction SMILES: [CH:1]([C:3]1[CH:8]=[CH:7][C:6]([CH:9]([CH3:13])[C:10]([OH:12])=[O:11])=[CH:5][CH:4]=1)=O.[O:14]1CCN(C2CCCC=2)CC1.Cl.[C:26]1([CH3:32])[CH:31]=[CH:30][CH:29]=CC=1>>[O:14]=[C:26]1[CH2:31][CH2:30][CH2:29][C:32]1=[CH:1][C:3]1[CH:8]=[CH:7][C:6]([CH:9]([CH3:13])[C:10]([OH:12])=[O:11])=[CH:5][CH:4]=1. Procedure: A solution of 3.56 g (0.02 mole) of 2-(p-formylphenyl)propionic acid and 6.4 g (0.04 mole) of 1-morpholinocyclopentene in 40 ml of toluene was stirred at 60° C. for 3 hours. The mixture was cooled, and 20 ml of 6N hydrochloric acid were then added to the cooled solution, after which the mixture was stirred at room temperature for a further 1 hour. The reaction mixture was then extracted with diethyl ether; the extract was washed with water and dried; and the solvent was removed by evaporation un... The reactants are C(C)(=O)OCC (ethyl acetate), C(C)(=O)O[C@H](C(=O)ON=C(C1=CC(=CC(=C1)C(F)(F)F)F)N)C (2-amino-2-[3-fluoro-5-(trifluoromethyl)phenyl]-1-azavinyl (2S)-2-acetyloxypropanoate), [F-].C(CCC)[N+](CCCC)(CCCC)CCCC (tetrabutylammonium fluoride). Run in O1CCCC1 (tetrahydrofuran), O1CCCC1 (tetrahydrofuran). Reaction conditions: temperature 0 celsius, time 3 hour. The product is C(C)(=O)O[C@@H](C)C1=NC(=NO1)C1=CC(=CC(=C1)F)C(F)(F)F ((1S)-1-{3-[5-fluoro-3-(trifluoromethyl)phenyl](1,2,4-oxadiazol-5-yl)}ethyl acetate). Reaction SMILES: [C:1]([O:4][C@@H:5]([CH3:23])[C:6]([O:8][N:9]=[C:10]([NH2:22])[C:11]1[CH:16]=[C:15]([C:17]([F:20])([F:19])[F:18])[CH:14]=[C:13]([F:21])[CH:12]=1)=O)(=[O:3])[CH3:2].[F-].C([N+](CCCC)(CCCC)CCCC)CCC.C(OCC)(=O)C>O1CCCC1>[C:1]([O:4][C@H:5]([C:6]1[O:8][N:9]=[C:10]([C:11]2[CH:12]=[C:13]([F:21])[CH:14]=[C:15]([C:17]([F:20])([F:19])[F:18])[CH:16]=2)[N:22]=1)[CH3:23])(=[O:3])[CH3:2] |f:1.2|. Reported procedure: To a solution of 2-amino-2-[3-fluoro-5-(trifluoromethyl)phenyl]-1-azavinyl (2S)-2-acetyloxypropanoate (5.19 g, 15.43 mmol) in anhydrous tetrahydrofuran (20 ml) at 0° C. was added a solution of 1M tetrabutylammonium fluoride in tetrahydrofuran (3 ml) dropwise under nitrogen. The reaction mixture was stirred for 3 hours at 0° C., then poured into ethyl acetate (50 ml), washed with water (2×20 ml), brine (30 ml) and dried over sodium sulfate. Solvent was removed under reduced pressure, and the resi... Reactants: C1(=CC=C(C=C1)S(=O)(=O)O)C.N[C@H]1[C@@H](CN(CC1)C(=O)OC(C)(C)C)C1=CC(=C(C=C1)Cl)F (tert-butyl (3R*,4R*)-4-amino-3-(4-chloro-3-fluorophenyl)piperidine-1-carboxylate p-toluenesulfonate), FC(C=1C=C(C(=O)O)C=C(C1)C(F)(F)F)(F)F (3,5-bis(trifluoromethyl)benzoic acid). Product: FC(C=1C=C(C=C(C1)C(F)(F)F)C(=O)N[C@H]1[C@@H](CN(CC1)C(=O)OC(C)(C)C)C1=CC(=C(C=C1)Cl)F)(F)F (tert-butyl (3R*,4R*)-4-({[3,5-bis(trifluoromethyl)phenyl]carbonyl}amino)-3-(4-chloro-3-fluorophenyl)piperidine-1-carboxylate). RXN SMILES: C1(C)C=CC(S(O)(=O)=O)=CC=1.[NH2:12][C@@H:13]1[CH2:18][CH2:17][N:16]([C:19]([O:21][C:22]([CH3:25])([CH3:24])[CH3:23])=[O:20])[CH2:15][C@H:14]1[C:26]1[CH:31]=[CH:30][C:29]([Cl:32])=[C:28]([F:33])[CH:27]=1.[F:34][C:35]([F:50])([F:49])[C:36]1[CH:37]=[C:38]([CH:42]=[C:43]([C:45]([F:48])([F:47])[F:46])[CH:44]=1)[C:39](O)=[O:40]>>[F:34][C:35]([F:49])([F:50])[C:36]1[CH:37]=[C:38]([C:39]([NH:12][C@@H:13]2[CH2:18][CH2:17][N:16]([C:19]([O:21][C:22]([CH3:25])([CH3:23])[CH3:24])=[O:20])[CH2:15][C@H:14]2[C:26]2[CH:31]=[CH:30][C:29]([Cl:32])=[C:28]([F:33])[CH:27]=2)=[O:40])[CH:42]=[C:43]([C:45]([F:46])([F:47])[F:48])[CH:44]=1 |f:0.1|. Procedure details: Using the compound obtained in step 1 and 3,5-bis(trifluoromethyl)benzoic acid, and by the reaction and purification in the same manner as in Reference Example 1, step 5, the title compound was obtained. The reactants are O=C(O)C1CCCN1C(=O)OCc1ccccc1, C1COCCN1, CCOC(C)=O, C(=NC1CCCCC1)=NC1CCCCC1, C1CCOC1, CN(C)C=O, On1nnc2ccccc21. Yields the product O=C(C1CCCN1C(=O)OCc1ccccc1)N1CCOCC1. As a reaction SMILES: [CH2:1]([c:2]1[cH:3][cH:4][cH:5][cH:6][cH:7]1)[O:8][C:9](=[O:10])[N:11]1[CH:12]([C:13](=[O:14])[OH:15])[CH2:16][CH2:17][CH2:18]1.[CH2:44]1[CH2:45][O:46][CH2:47][CH2:48][NH:49]1.[CH3:60][CH2:61][O:62][C:63](=[O:64])[CH3:65].[CH:29]1([N:30]=[C:31]=[N:32][CH:33]2[CH2:34][CH2:35][CH2:36][CH2:37][CH2:38]2)[CH2:39][CH2:40][CH2:41][CH2:42][CH2:43]1.[O:50]1[CH2:51][CH2:52][CH2:53][CH2:54]1.[O:55]=[CH:56][N:57]([CH3:58])[CH3:59].[OH:19][n:20]1[c:21]2[c:22]([cH:23][cH:24][cH:25][cH:26]2)[n:27][n:28]1>>[CH2:1]([c:2]1[cH:3][cH:4][cH:5][cH:6][cH:7]1)[O:8][C:9](=[O:10])[N:11]1[CH:12]([C:13](=[O:15])[N:49]2[CH2:44][CH2:45][O:46][CH2:47][CH2:48]2)[CH2:16][CH2:17][CH2:18]1. Reactants: CCCCCCCN, CCN(C(C)C)C(C)C, ClC(Cl)Cl, ClCCl, Cl, O=S(Cl)Cl, Cc1ccc(C2(C(=O)O)CC2)cc1. Product: CCCCCCCNC(=O)C1(c2ccc(C)cc2)CC1. RXN SMILES: [CH2:18]([CH2:19][CH2:20][CH2:21][CH2:22][CH2:23][CH3:24])[NH2:25].[CH:26]([N:27]([CH2:28][CH3:29])[CH:30]([CH3:31])[CH3:32])([CH3:33])[CH3:34].[CH:36]([Cl:37])([Cl:38])[Cl:39].[Cl:40][CH2:41][Cl:42].[ClH:35].[S:14]([Cl:15])([Cl:16])=[O:17].[c:1]1([CH3:13])[cH:2][cH:3][c:4]([C:7]2([C:10](=[O:11])[OH:12])[CH2:8][CH2:9]2)[cH:5][cH:6]1>>[c:1]1([CH3:13])[cH:2][cH:3][c:4]([C:7]2([C:10](=[O:12])[NH:25][CH2:18][CH2:19][CH2:20][CH2:21][CH2:22][CH2:23][CH3:24])[CH2:8][CH2:9]2)[cH:5][cH:6]1. As a reaction SMILES: [C:1]([O:5][C:6](=[O:30])[N:7]([C:9]1[CH:10]=[C:11]2[C:16](=[CH:17][C:18]=1[F:19])[C:15](=[O:20])[N:14]([C:21]1[CH:26]=[CH:25][C:24]([N+:27]([O-])=O)=[CH:23][CH:22]=1)[CH:13]=[CH:12]2)[CH3:8])([CH3:4])([CH3:3])[CH3:2]>C(OCC)(=O)C.C(O)C.[Pd]>[C:1]([O:5][C:6](=[O:30])[N:7]([C:9]1[CH:10]=[C:11]2[C:16](=[CH:17][C:18]=1[F:19])[C:15](=[O:20])[N:14]([C:21]1[CH:22]=[CH:23][C:24]([NH2:27])=[CH:25][CH:26]=1)[CH:13]=[CH:12]2)[CH3:8])([CH3:4])([CH3:2])[CH3:3]. Reagents/catalysts: [Pd] (Pd/C). Solvent: C(C)(=O)OCC (ethyl acetate), C(C)O (ethanol). The reactants are C(C)(C)(C)OC(N(C)C=1C=C2C=CN(C(C2=CC1F)=O)C1=CC=C(C=C1)[N+](=O)[O-])=O ([7-Fluoro-2-(4-nitro-phenyl)-1-oxo-1,2-dihydro-isoquinolin-6-yl]-methyl-carbamic acid tert-butyl ester). Procedure details: To a suspension of [7-Fluoro-2-(4-nitro-phenyl)-1-oxo-1,2-dihydro-isoquinolin-6-yl]-methyl-carbamic acid tert-butyl ester (0.33 g, 0.79 mmol) in ethyl acetate (6 mL) and ethanol (2 mL) under Ar was added 10% Pd/C (0.13 g, 0.12 mmol Pd). The mixture was hydrogenated under 1 atm H2 for 2 hr, filtered through Celite and concentrated to give 0.28 g (92%) of [2-(4-Amino-phenyl)-7-fluoro-1-oxo-1,2-dihydro-isoquinolin-6-yl]-methyl-carbamic acid tert-butyl ester. RP-HPLC: 3.83 min; ES-MS (M+H)+=384.0; 1... Product: C(C)(C)(C)OC(N(C)C=1C=C2C=CN(C(C2=CC1F)=O)C1=CC=C(C=C1)N)=O ([2-(4-Amino-phenyl)-7-fluoro-1-oxo-1,2-dihydro-isoquinolin-6-yl]-methyl-carbamic acid tert-butyl ester). The yield is 92.4%. Reaction conditions: time 2 hour.